This data is from the Open Reaction Database (ORD), a public repository of structured organic reaction records. The task is: describe an organic reaction: reactants, conditions, products, and yield The reactants are CC(=O)O[BH-](OC(C)=O)OC(C)=O, CC(COc1ccc2c(ccn2S(=O)(=O)c2ccccc2)c1C=O)NC(=O)OC(C)(C)C, ClCCl, O=C(O)C(F)(F)F, [Na+]. Product: CC1COc2ccc3c(ccn3S(=O)(=O)c3ccccc3)c2CN1. As a reaction SMILES: [C:40]([O:41][BH-:42]([O:43][C:44](=[O:45])[CH3:46])[O:47][C:48](=[O:49])[CH3:50])(=[O:51])[CH3:52].[CH:1]([c:3]1[c:4]2[cH:5][cH:6][n:7]([S:24](=[O:25])(=[O:26])[c:27]3[cH:28][cH:29][cH:30][cH:31][cH:32]3)[c:8]2[cH:9][cH:10][c:11]1[O:12][CH2:13][CH:14]([CH3:15])[NH:16][C:17](=[O:2])[O:18][C:19]([CH3:20])([CH3:21])[CH3:22])=[O:23].[Cl:54][CH2:55][Cl:56].[F:33][C:34]([F:35])([F:36])[C:37]([OH:38])=[O:39].[Na+:53]>>[c:3]12[c:4]3[cH:5][cH:6][n:7]([S:24](=[O:25])(=[O:26])[c:27]4[cH:28][cH:29][cH:30][cH:31][cH:32]4)[c:8]3[cH:9][cH:10][c:11]1[O:12][CH2:13][CH:14]([CH3:15])[NH:16][CH2:17]2. Procedure: 2.4 g of a 50% aqueous dimethylamine solution was added to a solution of 1 g of 2-(3,4-diethoxyphenyl)-4-(6-oxiranyl-2-pyridyl)thiazole dissolved in 200 ml of methanol. The mixture was refluxed overnight. The resulting precipitate was removed by filtration. The filtrate was concentrated. The concentrate was purified by silica gel column chromatography (elutant: dichloromethane/methanol=20/1) and silica gel thin-layer chromatography and then recrystallized from diethyl ether-dichloromethane to ob... Product: C(C)OC=1C=C(C=CC1OCC)C=1SC=C(N1)C1=NC(=CC=C1)C(CN(C)C)O (2-(3,4-diethoxyphenyl)-4-[6-(1-hydroxy-2-dimethylaminoethyl)-2-pyridyl]thiazole). As a reaction SMILES: [CH3:1][NH:2][CH3:3].[CH2:4]([O:6][C:7]1[CH:8]=[C:9]([C:16]2[S:17][CH:18]=[C:19]([C:21]3[CH:26]=[CH:25][CH:24]=[C:23]([CH:27]4[CH2:29][O:28]4)[N:22]=3)[N:20]=2)[CH:10]=[CH:11][C:12]=1[O:13][CH2:14][CH3:15])[CH3:5]>CO>[CH2:4]([O:6][C:7]1[CH:8]=[C:9]([C:16]2[S:17][CH:18]=[C:19]([C:21]3[CH:26]=[CH:25][CH:24]=[C:23]([CH:27]([OH:28])[CH2:29][N:2]([CH3:3])[CH3:1])[N:22]=3)[N:20]=2)[CH:10]=[CH:11][C:12]=1[O:13][CH2:14][CH3:15])[CH3:5]. Reactants: CNC (dimethylamine), C(C)OC=1C=C(C=CC1OCC)C=1SC=C(N1)C1=NC(=CC=C1)C1OC1 (2-(3,4-diethoxyphenyl)-4-(6-oxiranyl-2-pyridyl)thiazole). Run in CO (methanol). Reactants: C1(=CC=CC=C1)[Mg]Br (phenylmagnesium bromide), C(=O)(OC)C1N2CCCC2CN1C1=CC=CC=C1 (2-Carbomethoxy-3-phenyl-1,3-diazabicyclo-[3,3,0]octane), N(C1=CC=CC=C1)C[C@H]1NCCC1 ((S)-2-(anilinomethyl)pyrrolidine), [Cl-].[NH4+] (ammonium chloride), [Cl-].[Mg+2].[Cl-] (magnesium chloride). The solvent is CCOCC (ether), CCOCC (ether), C1CCOC1 (THF). Conditions: temperature -70 celsius, time 15 minute. Product: C(C1=CC=CC=C1)(=O)C1N2CCCC2CN1C1=CC=CC=C1 (2-benzoyl-3-phenyl-1,3-diazabicyclo[3,3,0]octane). Isolated yield 77.0%. As a reaction SMILES: [C:1]([CH:5]1[N:12]([C:13]2[CH:18]=[CH:17][CH:16]=[CH:15][CH:14]=2)[CH2:11][CH:10]2[N:6]1[CH2:7][CH2:8][CH2:9]2)([O:3]C)=O.N(C[C@@H]1CCCN1)[C:20]1[CH:25]=[CH:24][CH:23]=[CH:22][CH:21]=1.[Cl-].[Mg+2].[Cl-].C1([Mg]Br)C=CC=CC=1.[Cl-].[NH4+]>C1COCC1.CCOCC>[C:1]([CH:5]1[N:12]([C:13]2[CH:18]=[CH:17][CH:16]=[CH:15][CH:14]=2)[CH2:11][CH:10]2[N:6]1[CH2:7][CH2:8][CH2:9]2)(=[O:3])[C:20]1[CH:25]=[CH:24][CH:23]=[CH:22][CH:21]=1 |f:2.3.4,6.7|. Procedure: 2-Carbomethoxy-3-phenyl-1,3-diazabicyclo-[3,3,0]octane prepared from 181 mg of (S)-2-(anilinomethyl)pyrrolidine was dissolved in 5.5 ml of THF, then admixed with 108 mg of anhydrous magnesium chloride, and heated and refluxed for 10 minutes. To the mixture cooled to -70° C., was added dropwise 1.38 equivalents of phenylmagnesium bromide dissolved in ether. After having been stirred at -70° C. for 15 minutes, the reaction mixture was admixed with saturated aqueous ammonium chloride solution and e... Reactants: CC1=C2C(=NC=3C=CC=CC13)CCNCC2 (1,2,4,5-tetrahydro-11-methyl-3H-azepino[4,5-b]quinoline), C=1(C(=CC=CC1)S(=O)(=O)Cl)C (toluenesulfonyl chloride), N1=CC=CC=C1 (pyridine). Yields the product Cl.C1(=CC=C(C=C1)S(=O)(=O)N1CCC2=NC=3C=CC=CC3C(=C2CC1)C)C (3-p-Toluenesulfonyl-1,2,4,5-tetrahydro-11-methyl-3H-azepino[4,5-b]quinoline hydrochloride). The yield is 50.0%. Reaction SMILES: [CH3:1][C:2]1[C:11]2[CH:10]=[CH:9][CH:8]=[CH:7][C:6]=2[N:5]=[C:4]2[CH2:12][CH2:13][NH:14][CH2:15][CH2:16][C:3]=12.[C:17]1(C)[C:18]([S:23]([Cl:26])(=[O:25])=[O:24])=[CH:19][CH:20]=[CH:21][CH:22]=1.N1C=CC=C[CH:29]=1>>[ClH:26].[C:21]1([CH3:29])[CH:22]=[CH:17][C:18]([S:23]([N:14]2[CH2:15][CH2:16][C:3]3[C:4](=[N:5][C:6]4[CH:7]=[CH:8][CH:9]=[CH:10][C:11]=4[C:2]=3[CH3:1])[CH2:12][CH2:13]2)(=[O:24])=[O:25])=[CH:19][CH:20]=1 |f:3.4|. Reported procedure: 3-p-Toluenesulfonyl-1,2,4,5-tetrahydro-11-methyl-3H-azepino[4,5-b]quinoline hydrochloride was prepared by acylation of 1,2,4,5-tetrahydro-11-methyl-3H-azepino[4,5-b]quinoline with -toluenesulfonyl chloride in pyridine. Starting materials: FC1(OC2=C(O1)C=CC(=C2)CC#N)F ((2,2-difluoro-1,3-benzodioxol-5-yl)-acetonitrile), [OH-].[K+] (KOH), CC(C)(C)OC (MTBE). Solvent: O (water). Run at temperature 70 celsius. Yields the product FC1(OC2=C(O1)C=CC(=C2)C2(CC2)C#N)F ((2,2-difluoro-1,3-benzodioxol-5-yl)-cyclopropanecarbonitrile). RXN SMILES: [F:1][C:2]1([F:14])[O:6][C:5]2[CH:7]=[CH:8][C:9]([CH2:11][C:12]#[N:13])=[CH:10][C:4]=2[O:3]1.[OH-].[K+].[CH3:17][C:18](OC)(C)C>O>[F:14][C:2]1([F:1])[O:6][C:5]2[CH:7]=[CH:8][C:9]([C:11]3([C:12]#[N:13])[CH2:18][CH2:17]3)=[CH:10][C:4]=2[O:3]1 |f:1.2|. Procedure details: A mixture of (2,2-difluoro-1,3-benzodioxol-5-yl)-acetonitrile (1.0 eq), 50 wt % aqueous KOH (5.0 eq) 1-bromo-2-chloroethane (1.5 eq), and Oct4NBr (0.02 eq) is heated at 70° C. for 1 h. The reaction mixture is cooled then worked up with MTBE and water. The organic phase is washed with water and brine then the solvent is removed to afford (2,2-difluoro-1,3-benzodioxol-5-yl)-cyclopropanecarbonitrile. The reactants are C(C)SC1=NC(=CC(=C1C(=O)NCC1=CC(=CC=C1)F)C)NC (2-ethylsulfanyl-N-[(3-fluorophenyl)-methyl]-6-(methyl-amino)-4-methyl-pyridine-3-carboxylic acid amide), CCN(C(C)C)C(C)C (DIPEA), CC(=O)OC(=O)C (acetanhydride), CCN(C(C)C)C(C)C (DIPEA), CC(=O)OC(=O)C (acetanhydride). Solvent: O (water), C(Cl)Cl (DCM), C1CCOC1 (THF). Reaction conditions: time 16 hour. Product: C(C)(=O)N(C1=CC(=C(C(=N1)SCC)C(=O)NCC1=CC(=CC=C1)F)C)C (6-(Acetyl-methyl-amino)-2-ethylsulfanyl-N-[(3-fluorophenyl)-methyl]-4-methyl-pyridine-3-carboxylic acid amide). Yield: 80.0%. Reaction SMILES: [CH2:1]([S:3][C:4]1[C:9]([C:10]([NH:12][CH2:13][C:14]2[CH:19]=[CH:18][CH:17]=[C:16]([F:20])[CH:15]=2)=[O:11])=[C:8](C)[CH:7]=C(NC)[N:5]=1)[CH3:2].C[CH2:25][N:26]([CH:30]([CH3:32])C)[CH:27]([CH3:29])C.CC(OC(C)=O)=[O:35]>C(Cl)Cl.C1COCC1.O>[C:30]([N:26]([CH3:25])[C:27]1[N:5]=[C:4]([S:3][CH2:1][CH3:2])[C:9]([C:10]([NH:12][CH2:13][C:14]2[CH:19]=[CH:18][CH:17]=[C:16]([F:20])[CH:15]=2)=[O:11])=[C:8]([CH3:7])[CH:29]=1)(=[O:35])[CH3:32]. Procedure: To a solution of 250 mg (0.75 mmol) 2-ethylsulfanyl-N-[(3-fluorophenyl)-methyl]-6-(methyl-amino)-4-methyl-pyridine-3-carboxylic acid amide in DCM (5 ml) and THF (5 ml) was added 267 μl (1.58 mmol) DIPEA. At 0° C. 74 μl (0.79 mmol) acetanhydride was added dropwise and stirring was continued at RT for 16 h. Then another 297 μl (3.2 mmol) acetanhydride and 535 μl (3.2 mmol) DIPEA were added at RT and the mixture was stirred at 35° C. for 2 d. The solution was diluted with water and a 1M aq. NaOH so... The reactants are P(=O)([O-])([O-])[O-].[K+].[K+].[K+] (tripotassium phosphate), BrC=1C=C2C(=NC3=C(CN2C1)C=C(C=C3)C)N3CCN(CC3)CC(C(=O)OC)(C)C (methyl 3-[4-(2-bromo-7-methyl-5H-pyrrolo[2,1-c][1,4]benzodiazepin-11-yl)piperazin-1-yl]-2,2-dimethylpropanoate), CC1(OB(OC1(C)C)C(=C)C)C (4,4,5,5-tetramethyl-2-(prop-1-en-2-yl)-1,3,2-dioxaborolane). Reagents/catalysts: C1=CC=C(C=C1)/C=C/C(=O)/C=C/C2=CC=CC=C2.C1=CC=C(C=C1)/C=C/C(=O)/C=C/C2=CC=CC=C2.C1=CC=C(C=C1)/C=C/C(=O)/C=C/C2=CC=CC=C2.[Pd].[Pd] (tris(dibenzylideneacetonyl)bis-palladium), C(C)(C)(C)P([C-]1C=CC=C1)C(C)(C)C.[C-]1(C=CC=C1)P(C(C)(C)C)C(C)(C)C.[Fe+2] (1,1′-bis(di-tert-butylphosphino)ferrocene). Run in CO (methanol). Reaction conditions: temperature 140 celsius. Product: CC(C(=O)OC)(CN1CCN(CC1)C1=NC2=C(CN3C1=CC(=C3)C(C)C)C=C(C=C2)C)C (methyl 2,2-dimethyl-3-{4-[7-methyl-2-(propan-2-yl)-5H-pyrrolo[2,1-c][1,4]benzodiazepin-11-yl]piperazin-1-yl}propanoate). Reaction SMILES: Br[C:2]1[CH:3]=[C:4]2[N:10]([CH:11]=1)[CH2:9][C:8]1[CH:12]=[C:13]([CH3:16])[CH:14]=[CH:15][C:7]=1[N:6]=[C:5]2[N:17]1[CH2:22][CH2:21][N:20]([CH2:23][C:24]([CH3:30])([CH3:29])[C:25]([O:27][CH3:28])=[O:26])[CH2:19][CH2:18]1.[CH3:31][C:32]1(C)[C:36](C)(C)OB(C(C)=C)O1.P([O-])([O-])([O-])=O.[K+].[K+].[K+]>CO.C1C=CC(/C=C/C(/C=C/C2C=CC=CC=2)=O)=CC=1.C1C=CC(/C=C/C(/C=C/C2C=CC=CC=2)=O)=CC=1.C1C=CC(/C=C/C(/C=C/C2C=CC=CC=2)=O)=CC=1.[Pd].[Pd].C(P(C(C)(C)C)[C-]1C=CC=C1)(C)(C)C.[C-]1(P(C(C)(C)C)C(C)(C)C)C=CC=C1.[Fe+2]>[CH3:29][C:24]([CH3:30])([CH2:23][N:20]1[CH2:19][CH2:18][N:17]([C:5]2[C:4]3=[CH:3][C:2]([CH:32]([CH3:36])[CH3:31])=[CH:11][N:10]3[CH2:9][C:8]3[CH:12]=[C:13]([CH3:16])[CH:14]=[CH:15][C:7]=3[N:6]=2)[CH2:22][CH2:21]1)[C:25]([O:27][CH3:28])=[O:26] |f:2.3.4.5,7.8.9.10.11,12.13.14|. Reported procedure: Mix methyl 3-[4-(2-bromo-7-methyl-5H-pyrrolo[2,1-c][1,4]benzodiazepin-11-yl)piperazin-1-yl]-2,2-dimethylpropanoate (1.00 equiv; 600.00 mg, 1.27 mmoles), 4,4,5,5-tetramethyl-2-(prop-1-en-2-yl)-1,3,2-dioxaborolane (3.00 equiv; 638.93 mg, 3.80 mmoles) in methanol (15 mL). Add a pre-blended mixture of 1.09 wt % tris(dibenzylideneacetonyl)bis-palladium (Pd2(dba)3), 1.16 wt % 1,1′-bis(di-tert-butylphosphino)ferrocene (dtbpf) and 97.75 wt % tripotassium phosphate (1.06 g) and heat at 140° C. for 25 min... The reactants are BrC=1C=CC2=C(N(C(O2)=O)CCOC)C1 (5-bromo-3-(2-methoxyethyl)benzo[d]oxazol-2(3H)-one), NC([C@H](CC1=CC=C(C=C1)B1OC(C(O1)(C)C)(C)C)NC(=O)[C@H]1N(CCCC1)C(=O)OC(C)(C)C)=O ((S)-tert-butyl 2-((S)-1-amino-1-oxo-3-(4-(4,4,5,5-tetramethyl-1,3,2-dioxaborolan-2-yl)phenyl)propan-2-ylcarbamoyl)piperidine-1-carboxylate). Product: NC([C@H](CC1=CC=C(C=C1)C=1C=CC2=C(N(C(O2)=O)CCOC)C1)NC(=O)[C@H]1N(CCCC1)C(=O)OC(C)(C)C)=O ((S)-tert-Butyl 2-((S)-1-amino-3-(4-(3-(2-methoxyethyl)-2-oxo-2,3-dihydrobenzo[d]oxazol-5-yl)phenyl)-1-oxopropan-2-ylcarbamoyl)piperidine-1-carboxylate). As a reaction SMILES: Br[C:2]1[CH:3]=[CH:4][C:5]2[O:9][C:8](=[O:10])[N:7]([CH2:11][CH2:12][O:13][CH3:14])[C:6]=2[CH:15]=1.[NH2:16][C:17](=[O:51])[C@@H:18]([NH:35][C:36]([C@@H:38]1[CH2:43][CH2:42][CH2:41][CH2:40][N:39]1[C:44]([O:46][C:47]([CH3:50])([CH3:49])[CH3:48])=[O:45])=[O:37])[CH2:19][C:20]1[CH:25]=[CH:24][C:23](B2OC(C)(C)C(C)(C)O2)=[CH:22][CH:21]=1>>[NH2:16][C:17](=[O:51])[C@@H:18]([NH:35][C:36]([C@@H:38]1[CH2:43][CH2:42][CH2:41][CH2:40][N:39]1[C:44]([O:46][C:47]([CH3:49])([CH3:48])[CH3:50])=[O:45])=[O:37])[CH2:19][C:20]1[CH:25]=[CH:24][C:23]([C:2]2[CH:3]=[CH:4][C:5]3[O:9][C:8](=[O:10])[N:7]([CH2:11][CH2:12][O:13][CH3:14])[C:6]=3[CH:15]=2)=[CH:22][CH:21]=1. Procedure details: The sub-title compound was prepared by the method of Example 96 step (a) using 5-bromo-3-(2-methoxyethyl)benzo[d]oxazol-2(3H)-one and (S)-tert-butyl 2-((S)-1-amino-1-oxo-3-(4-(4,4,5,5-tetramethyl-1,3,2-dioxaborolan-2-yl)phenyl)propan-2-ylcarbamoyl)piperidine-1-carboxylate.